This data is from the Open Reaction Database (ORD), a public repository of structured organic reaction records. The task is: describe an organic reaction: reactants, conditions, products, and yield Starting materials: COC=1C=C(C=CC1)C1N(C(CC1C(=O)O)=O)C1=CC=CC=C1 (2-(3-methoxyphenyl)-5-oxo-1-phenylpyrrolidin-3-carboxylic acid), B(F)(F)F.CO (boron fluoride methanol). As a reaction SMILES: [CH3:1][O:2][C:3]1[CH:4]=[C:5]([CH:9]2[CH:13]([C:14]([OH:16])=[O:15])[CH2:12][C:11](=[O:17])[N:10]2[C:18]2[CH:23]=[CH:22][CH:21]=[CH:20][CH:19]=2)[CH:6]=[CH:7][CH:8]=1.B(F)(F)F.[CH3:28]O>>[CH3:28][O:15][C:14]([CH:13]1[CH2:12][C:11](=[O:17])[N:10]([C:18]2[CH:23]=[CH:22][CH:21]=[CH:20][CH:19]=2)[CH:9]1[C:5]1[CH:6]=[CH:7][CH:8]=[C:3]([O:2][CH3:1])[CH:4]=1)=[O:16] |f:1.2|. The product is COC(=O)C1C(N(C(C1)=O)C1=CC=CC=C1)C1=CC(=CC=C1)OC (Methyl-2-(3-Methoxyphenyl)-5-oxo-1-phenylpyrrolidin-3-carboxylate). Procedure: A solution of 25.0 gm. of 2-(3-methoxyphenyl)-5-oxo-1-phenylpyrrolidin-3-carboxylic acid in 200 ml 10-15% boron fluoride-methanol was refluxed for 8 hours and upon following the workup for example 1C the product was obtained as an oil. Reactants: N[C@@H]1[C@@H](NC1=O)COS(=O)(=O)C1=CC=C(C=C1)C (cis-3-amino-4-oxo-2-p-toluenesulfonyloxymethylazetidine), ClC(=O)OCC1=CC=CC=C1 (benzyl chloroformate), N(=[N+]=[N-])[C@@H]1[C@@H](N(C1=O)CC1=C(C=C(C=C1)OC)OC)C(=O)OC (methyl cis-3-azido-1-(2,4-dimethoxybenzyl)-4-oxoazetidine-2-carboxylate), O(C1=CC=CC=C1)CC(=O)Cl (phenoxyacetyl chloride). Yields the product C(C1=CC=CC=C1)OC(=O)N[C@@H]1[C@@H](NC1=O)COS(=O)(=O)C1=CC=C(C=C1)C (cis-3-benzyloxycarbonylamino-4-oxo-2-p-toluenesulfonyloxymethylazetidine). Reaction SMILES: [NH2:1][C@H:2]1[C:5](=[O:6])[NH:4][C@H:3]1[CH2:7][O:8][S:9]([C:12]1[CH:17]=[CH:16][C:15]([CH3:18])=[CH:14][CH:13]=1)(=[O:11])=[O:10].Cl[C:20]([O:22][CH2:23][C:24]1[CH:29]=[CH:28][CH:27]=[CH:26][CH:25]=1)=[O:21].N([C@H]1C(=O)N(CC2C=CC(OC)=CC=2OC)[C@H]1C(OC)=O)=[N+]=[N-].O(CC(Cl)=O)C1C=CC=CC=1>>[CH2:23]([O:22][C:20]([NH:1][C@H:2]1[C:5](=[O:6])[NH:4][C@H:3]1[CH2:7][O:8][S:9]([C:12]1[CH:17]=[CH:16][C:15]([CH3:18])=[CH:14][CH:13]=1)(=[O:11])=[O:10])=[O:21])[C:24]1[CH:29]=[CH:28][CH:27]=[CH:26][CH:25]=1. Reported procedure: Reaction of cis-3-amino-4-oxo-2-p-toluenesulfonyloxymethylazetidine with benzyl chloroformate according to the procedure described in Preparation 2 for reaction of methyl cis-3-azido-1-(2,4-dimethoxybenzyl)-4-oxoazetidine-2-carboxylate and phenoxyacetyl chloride gives cis-3-benzyloxycarbonylamino-4-oxo-2-p-toluenesulfonyloxymethylazetidine. Starting materials: BrC1=CC(=C(C=C1)S(=O)(=O)N(CC)CC)OC(F)(F)F (4-bromo-N,N-diethyl-2-(trifluoromethoxy)benzenesulfonamide), C(#N)C1=CC=C(N1C)B(O)O (5-cyano-1-methyl-1H-pyrrol-2-ylboronic acid), [F-].[K+] (potassium fluoride). Reagents/catalysts: C=1C=CC(=CC1)/C=C/C(=O)/C=C/C2=CC=CC=C2.C=1C=CC(=CC1)/C=C/C(=O)/C=C/C2=CC=CC=C2.C=1C=CC(=CC1)/C=C/C(=O)/C=C/C2=CC=CC=C2.[Pd].[Pd] (tris(dibenzylideneacetone)dipalladium), C(C)(C)(C)P(C(C)(C)C)C(C)(C)C (Tri-t-butylphosphine). Reaction conditions: time 16 hour. Yields the product C(#N)C1=CC=C(N1C)C1=CC(=C(C=C1)S(=O)(=O)N(CC)CC)OC(F)(F)F (4-(5-cyano-1-methyl-1H-pyrrol-2-yl)-N,N-diethyl-2-(trifluoromethoxy)benzenesulfonamide). Yield: 41.4%. Reaction SMILES: Br[C:2]1[CH:7]=[CH:6][C:5]([S:8]([N:11]([CH2:14][CH3:15])[CH2:12][CH3:13])(=[O:10])=[O:9])=[C:4]([O:16][C:17]([F:20])([F:19])[F:18])[CH:3]=1.[C:21]([C:23]1[N:27]([CH3:28])[C:26](B(O)O)=[CH:25][CH:24]=1)#[N:22].[F-].[K+]>C1C=CC(/C=C/C(/C=C/C2C=CC=CC=2)=O)=CC=1.C1C=CC(/C=C/C(/C=C/C2C=CC=CC=2)=O)=CC=1.C1C=CC(/C=C/C(/C=C/C2C=CC=CC=2)=O)=CC=1.[Pd].[Pd].C(P(C(C)(C)C)C(C)(C)C)(C)(C)C>[C:21]([C:23]1[N:27]([CH3:28])[C:26]([C:2]2[CH:7]=[CH:6][C:5]([S:8]([N:11]([CH2:14][CH3:15])[CH2:12][CH3:13])(=[O:10])=[O:9])=[C:4]([O:16][C:17]([F:20])([F:19])[F:18])[CH:3]=2)=[CH:25][CH:24]=1)#[N:22] |f:2.3,4.5.6.7.8|. Reported procedure: According to general procedure B, 4-bromo-N,N-diethyl-2-(trifluoromethoxy)benzenesulfonamide (225 mg, 0.59 mmol), 5-cyano-1-methyl-1H-pyrrol-2-ylboronic acid (107 mg, 0.71 mmol), potassium fluoride (113 mg, 1.95 mmol), and tris(dibenzylideneacetone)dipalladium (0) (15 mg, 0.01 mmol) were placed in an oven dried flask under nitrogen and dry THF (1.4 mL) was added. Tri-t-butylphosphine (89 μL, 0.02 mmol, 10 wt % in hexane) was added and the reaction was stirred for 16 hours. 4-(5-cyano-1-methyl-1H... Reactants: O=C(Cn1c2c(c(=O)n3nc(-c4ccccc4)cc13)CN(C1CCCCC1)C2=O)c1ccccc1, CCO, Cl, NO, c1ccncc1. The product is O=C1c2c(c(=O)n3nc(-c4ccccc4)cc3n2CC(=NO)c2ccccc2)CN1C1CCCCC1. Reaction SMILES: [C:1]([c:2]1[cH:3][cH:4][cH:5][cH:6][cH:7]1)(=[O:8])[CH2:9][n:10]1[c:11]2[n:12]([c:13](=[O:26])[c:14]3[c:15]1[C:16](=[O:25])[N:17]([CH:19]1[CH2:20][CH2:21][CH2:22][CH2:23][CH2:24]1)[CH2:18]3)[n:27][c:28](-[c:30]1[cH:31][cH:32][cH:33][cH:34][cH:35]1)[cH:29]2.[CH3:45][CH2:46][OH:47].[ClH:36].[NH2:37][OH:38].[cH:39]1[cH:40][cH:41][n:42][cH:43][cH:44]1>>[C:1]([c:2]1[cH:3][cH:4][cH:5][cH:6][cH:7]1)([CH2:9][n:10]1[c:11]2[n:12]([c:13](=[O:26])[c:14]3[c:15]1[C:16](=[O:25])[N:17]([CH:19]1[CH2:20][CH2:21][CH2:22][CH2:23][CH2:24]1)[CH2:18]3)[n:27][c:28](-[c:30]1[cH:31][cH:32][cH:33][cH:34][cH:35]1)[cH:29]2)=[N:37][OH:38]. Starting materials: C(C)OC(N[C@H]1[C@@H](CN(CC1)C1=C(C(=CC(=C1)C#N)NC1=NN2C(C(=N1)N(CC1=CC=C(C=C1)OC)CC)=NC=C2C#N)Cl)O)=O (ethyl((3R,4R)-1-(2-chloro-5-cyano-3-((7-cyano-4-(ethyl(4-methoxybenzyl)amino)imidazo[2,1-f][1,2,4]triazin-2-yl)amino)phenyl)-3-hydroxypiperidin-4-yl)carbamate), C1(=CC=CC=C1)OC (anisole), C(=O)(C(F)(F)F)O (TFA). The solvent is ClCCCl (DCE). Run at temperature 25 celsius, time 2 hour. Yields the product ClC1=C(C=C(C=C1NC1=NN2C(C(=N1)NCC)=NC=C2C#N)C#N)N2C[C@H]([C@@H](CC2)NC(OCC)=O)O (ethyl ((3R,4R)-1-(2-chloro-5-cyano-3-((7-cyano-4-(ethylamino)imidazo[2,1-f][1,2,4]triazin-2-yl)amino)phenyl)-3-hydroxypiperidin-4-yl)carbamate). Isolated yield 28.0%. Reaction SMILES: [CH2:1]([O:3][C:4](=[O:46])[NH:5][C@@H:6]1[CH2:11][CH2:10][N:9]([C:12]2[CH:17]=[C:16]([C:18]#[N:19])[CH:15]=[C:14]([NH:20][C:21]3[N:26]=[C:25]([N:27](CC)[CH2:28][C:29]4C=CC(OC)=CC=4)[C:24]4=[N:39][CH:40]=[C:41]([C:42]#[N:43])[N:23]4[N:22]=3)[C:13]=2[Cl:44])[CH2:8][C@H:7]1[OH:45])[CH3:2].C1(OC)C=CC=CC=1.C(O)(C(F)(F)F)=O>ClCCCl>[Cl:44][C:13]1[C:14]([NH:20][C:21]2[N:26]=[C:25]([NH:27][CH2:28][CH3:29])[C:24]3=[N:39][CH:40]=[C:41]([C:42]#[N:43])[N:23]3[N:22]=2)=[CH:15][C:16]([C:18]#[N:19])=[CH:17][C:12]=1[N:9]1[CH2:10][CH2:11][C@@H:6]([NH:5][C:4](=[O:46])[O:3][CH2:1][CH3:2])[C@H:7]([OH:45])[CH2:8]1. Procedure details: To ethyl((3R,4R)-1-(2-chloro-5-cyano-3-((7-cyano-4-(ethyl(4-methoxybenzyl)amino)imidazo[2,1-f][1,2,4]triazin-2-yl)amino)phenyl)-3-hydroxypiperidin-4-yl)carbamate (50 mg, 0.068 mmol), in DCE (0.8 mL) was added anisole (0.1 mL, 0.915 mmol) and TFA (0.5 mL, 6.49 mmol); the mixture stirred 2 h at 25° C. and solvent was removed. 2N NH3/MeOH (5 ml) was added and the mixture stirred for 30 min at 25° C. The solution was stored at −20° C. and a white precipitate formed. The material was collected by fil... Product: C(C1=CC=CC=C1)N1N=CC(=C1CCC)/C=C/C(=O)OCC (ethyl(E)-3-(1-benzyl-5-propyl-1H-pyrazol-4-yl)propenoate). Solvent: CN(C=O)C (N,N-dimethylformamide). Procedure details: Sodium hydride (60%, oily, 2.25 g) was added to a mixture of 1-benzyl-5-propyl-1H-pyrazole-4-carbaldehyde (12.60 g), ethyl diethylphosphonoacetate (10.69 g), and N,N-dimethylformamide (150 ml) at 0° C., and the mixture was stirred at room temperature for 15 hours. The reaction mixture was poured into ice water, which was extracted with ethyl acetate. The ethyl acetate layer was washed with water and then with saturated aqueous sodium chloride solution, dried (MgSO4), and then concentrated. The r... Starting materials: ice water, [H-].[Na+] (Sodium hydride), C(C1=CC=CC=C1)N1N=CC(=C1CCC)C=O (1-benzyl-5-propyl-1H-pyrazole-4-carbaldehyde), C(C)OP(=O)(OCC)CC(=O)OCC (ethyl diethylphosphonoacetate). As a reaction SMILES: [H-].[Na+].[CH2:3]([N:10]1[C:14]([CH2:15][CH2:16][CH3:17])=[C:13]([CH:18]=O)[CH:12]=[N:11]1)[C:4]1[CH:9]=[CH:8][CH:7]=[CH:6][CH:5]=1.C(OP([CH2:28][C:29]([O:31][CH2:32][CH3:33])=[O:30])(OCC)=O)C>CN(C)C=O>[CH2:3]([N:10]1[C:14]([CH2:15][CH2:16][CH3:17])=[C:13](/[CH:18]=[CH:28]/[C:29]([O:31][CH2:32][CH3:33])=[O:30])[CH:12]=[N:11]1)[C:4]1[CH:5]=[CH:6][CH:7]=[CH:8][CH:9]=1 |f:0.1|. Reaction conditions: time 15 hour. Isolated yield 83.6%.